Dataset: the Open Reaction Database (ORD), a public repository of structured organic reaction records. Task: describe an organic reaction: reactants, conditions, products, and yield Reactants: C(#N)C1=C(C(=O)C(=C(C1=O)Cl)Cl)C#N (DDQ), COC=1C=C2CCC(C(C2=CC1)(C)C)=O (6-Methoxy-1,1-dimethyl-3,4-dihydro-1H-naphthalen-2-one), Cl.BrC=1C=C(C=CC1)NN (3-bromophenylhydrazine hydrochloric acid salt), C(C)(=O)OCC (ethyl acetate). The solvent is O (water), CC(C)(C)OC (MTBE), C(C)(=O)O (acetic acid). Reaction conditions: temperature 100 celsius, time 2.5 hour. The product is BrC1=CC=C2C=3C(C4=C(C(C3NC2=C1)(C)C)C=CC(=C4)OC)=O (3-Bromo-9-methoxy-6,6-dimethyl-5,6-dihydro-benzo[b]carbazol-11-one). Yield: 46.0%. Reaction SMILES: [CH3:1][O:2][C:3]1[CH:4]=[C:5]2[C:10](=[CH:11][CH:12]=1)[C:9]([CH3:14])([CH3:13])[C:8](=O)[CH2:7][CH2:6]2.Cl.[Br:17][C:18]1[CH:19]=[C:20]([NH:24]N)[CH:21]=[CH:22][CH:23]=1.C(OCC)(=[O:28])C.C(C1C(=O)C(Cl)=C(Cl)C(=O)C=1C#N)#N>C(O)(=O)C.O.CC(OC)(C)C>[Br:17][C:18]1[CH:19]=[C:20]2[C:21]([C:7]3[C:6](=[O:28])[C:5]4[CH:4]=[C:3]([O:2][CH3:1])[CH:12]=[CH:11][C:10]=4[C:9]([CH3:14])([CH3:13])[C:8]=3[NH:24]2)=[CH:22][CH:23]=1 |f:1.2|. Procedure: 6-Methoxy-1,1-dimethyl-3,4-dihydro-1H-naphthalen-2-one (Compound J2, 2.15 g, 10.5 mmol) and 3-bromophenylhydrazine hydrochloric acid salt (3.11 g, 1.3 eq.) were dissolved in acetic acid (12 mL), and stirred at 100° C. for 2.5 hr under nitrogen atmosphere. After cooling, the reaction solution was added with ethyl acetate, washed with water, saturated aqueous solution of sodium hydrogen carbonate, and saturated brine, and dried over magnesium sulfate. After the filtration, it was concentrated unde... Starting materials: OCC1=CN=C(N1)C1=CC=CC=C1 (5-hydroxymethyl-2-phenyl-1H-imidazole), C(C)(=O)OC(C)=O (acetic anhydride). Solvent: C1(=CC=CC=C1)C (toluene). Conditions: temperature 52.5 celsius. Product: C(C)(=O)OCC1=CN=C(N1)C1=CC=CC=C1 (5-Acetoxymethyl-2-phenyl-1H-imidazole). As a reaction SMILES: [OH:1][CH2:2][C:3]1[NH:7][C:6]([C:8]2[CH:13]=[CH:12][CH:11]=[CH:10][CH:9]=2)=[N:5][CH:4]=1.[C:14](OC(=O)C)(=[O:16])[CH3:15]>C1(C)C=CC=CC=1>[C:14]([O:1][CH2:2][C:3]1[NH:7][C:6]([C:8]2[CH:9]=[CH:10][CH:11]=[CH:12][CH:13]=2)=[N:5][CH:4]=1)(=[O:16])[CH3:15]. Reported procedure: Mix 5-hydroxymethyl-2-phenyl-1H-imidazole (1.3 Kg) and toluene (10.4 L) at 20-25° C., and then heat the mixture with stirring to 50-55° C. Add acetic anhydride (780 ml, 1.1 equivalents) slowly and continue heating at 50-55° C. until the reaction is complete (typically 3-4 hours). Cool the reaction mixture to -5-0° C., filter off the product, wash it with toluene (3×700 ml) and then dry it under vacuum at 50-55° C. to constant weight. Reactants: C(C)OC(C(C1CCCCC1)N1C(=NC2=C1C=CC=C2)C2=CC=C(C=C2)Cl)=O ([2-(4-chloro-phenyl)-benzoimidazol-1-yl]-cyclohexyl-acetic acid ethyl ester), [H-].[Al+3].[Li+].[H-].[H-].[H-] (lithium aluminium hydride). Run in O1CCCC1 (tetrahydrofuran). Conditions: time 2 hour. Yields the product ClC1=CC=C(C=C1)C1=NC2=C(N1C(CO)C1CCCCC1)C=CC=C2 (2-[2-(4-Chloro-phenyl)-benzoimidazol-1-yl]-2-cyclohexyl-ethanol). RXN SMILES: C([O:3][C:4](=O)[CH:5]([N:12]1[C:16]2[CH:17]=[CH:18][CH:19]=[CH:20][C:15]=2[N:14]=[C:13]1[C:21]1[CH:26]=[CH:25][C:24]([Cl:27])=[CH:23][CH:22]=1)[CH:6]1[CH2:11][CH2:10][CH2:9][CH2:8][CH2:7]1)C.[H-].[Al+3].[Li+].[H-].[H-].[H-]>O1CCCC1>[Cl:27][C:24]1[CH:25]=[CH:26][C:21]([C:13]2[N:12]([CH:5]([CH:6]3[CH2:11][CH2:10][CH2:9][CH2:8][CH2:7]3)[CH2:4][OH:3])[C:16]3[CH:17]=[CH:18][CH:19]=[CH:20][C:15]=3[N:14]=2)=[CH:22][CH:23]=1 |f:1.2.3.4.5.6|. Reported procedure: The solution of 5.0 g (12.6 mmol) [2-(4-chloro-phenyl)-benzoimidazol-1-yl]-cyclohexyl-acetic acid ethyl ester in 75 mL dry tetrahydrofuran was cooled to 0° C. and 0.5 g (13.3 mmol) lithium aluminium hydride were added. The cooling bath was removed and stirring was continued for 2 h at room temperature. The reaction was poured on 300 mL 10% aqueous sodium-potassium-tartrate solution and 300 mL ethyl acetate. The phases were separated and the aqueous layer extracted with 300 mL ethyl acetate. The ... Starting materials: FC1=CC=C2C=CNC2=C1 (6-fluoroindol), C(C=C)(=O)O (acrylic acid), C(C)(=O)OC(C)=O (acetic anhydride). The solvent is C(C)(=O)O (acetic acid). Conditions: temperature 20 celsius. The product is FC1=CC=C2C=C(NC2=C1)CCC(=O)O (3-(6-fluoroindolyl)propionic acid). Yield: 52.2%. As a reaction SMILES: [F:1][C:2]1[CH:10]=[C:9]2[C:5]([CH:6]=[CH:7][NH:8]2)=[CH:4][CH:3]=1.[C:11]([OH:15])(=[O:14])[CH:12]=[CH2:13].C(OC(=O)C)(=O)C>C(O)(=O)C>[F:1][C:2]1[CH:10]=[C:9]2[C:5]([CH:6]=[C:7]([CH2:13][CH2:12][C:11]([OH:15])=[O:14])[NH:8]2)=[CH:4][CH:3]=1. Procedure: The solution of 6-fluoroindol (300 mg, 2.22 mmol), acrylic acid (352 mg, 4.88 mmol) and acetic anhydride (453 mg, 4.44 mmol) in acetic acid (1.1 mL) was heated at 90° C. for 15 h. The reaction mixture was cooled to 20° C. then concentrated in vacuo. The residue was dissolved in 3N NaOH. The solution was filtered to remove insoluble material and the filtrate was acidified with conc. HCl and extracted with CHCl3. The organic solution was dried over MgSO4, filtered and concentrated in vacuo to give...